This data is from the Open Reaction Database (ORD), a public repository of structured organic reaction records. The task is: describe an organic reaction: reactants, conditions, products, and yield Reactants: CC(C)(C)OC(=O)N1CCCC(Nc2ccc(C#N)cn2)C1, Cl, C1COCCO1. Yields the product N#Cc1ccc(NC2CCCNC2)nc1, Cl. RXN SMILES: [C:1](#[N:2])[c:3]1[cH:4][cH:5][c:6]([NH:9][CH:10]2[CH2:11][N:12]([C:16]([O:17][C:18]([CH3:19])([CH3:20])[CH3:21])=[O:22])[CH2:13][CH2:14][CH2:15]2)[n:7][cH:8]1.[ClH:23].[O:24]1[CH2:25][CH2:26][O:27][CH2:28][CH2:29]1>>[C:1](#[N:2])[c:3]1[cH:4][cH:5][c:6]([NH:9][CH:10]2[CH2:11][NH:12][CH2:13][CH2:14][CH2:15]2)[n:7][cH:8]1.[ClH:23].